This data is from the Open Reaction Database (ORD), a public repository of structured organic reaction records. The task is: describe an organic reaction: reactants, conditions, products, and yield Reactants: CC(C)OC(=O)/N=N/C(=O)OC(C)C (diisopropylazodicarboxylate), C(C)(=O)O[C@H]1C[C@@H](O[C@@H]1COC(C)=O)N1C=NC=2C(=O)NC(N)=NC12 (3′,5′-di-O-acetyl-2′-deoxyguanosine), C1(=CC=CC=C1)P(C1=CC=CC=C1)C1=CC=CC=C1 (triphenylphosphine), C(C1=CC=CC=C1)O (benzyl alcohol). The solvent is O1CCOCC1 (1,4-dioxane). Run at temperature 85 celsius. Yields the product C(C)(=O)O[C@H]1C[C@@H](O[C@@H]1COC(C)=O)N1C=NC=2C(OCC3=CC=CC=C3)=NC(N)=NC12 (3′,5′-Di-O-acetyl-O6-benzyl-2′-deoxyguanosine), solid. The yield is 24.8%. Reaction SMILES: [C:1]([O:4][C@@H:5]1[C@@H:9]([CH2:10][O:11][C:12](=[O:14])[CH3:13])[O:8][C@@H:7]([N:15]2[C:25]3[N:24]=[C:22]([NH2:23])[NH:21][C:19](=[O:20])[C:18]=3[N:17]=[CH:16]2)[CH2:6]1)(=[O:3])[CH3:2].C1(P(C2C=CC=CC=2)C2C=CC=CC=2)C=CC=CC=1.[CH2:45](O)[C:46]1[CH:51]=[CH:50][CH:49]=[CH:48][CH:47]=1.CC(OC(/N=N/C(OC(C)C)=O)=O)C>O1CCOCC1>[C:1]([O:4][C@@H:5]1[C@@H:9]([CH2:10][O:11][C:12](=[O:14])[CH3:13])[O:8][C@@H:7]([N:15]2[C:25]3[N:24]=[C:22]([NH2:23])[N:21]=[C:19]([O:20][CH2:45][C:46]4[CH:51]=[CH:50][CH:49]=[CH:48][CH:47]=4)[C:18]=3[N:17]=[CH:16]2)[CH2:6]1)(=[O:3])[CH3:2]. Procedure details: 3′,5′-Di-O-acetyl-O6-benzyl-2′-deoxyguanosine (4) was prepared following the method of Zajc et al., Tet. Lett. 1992, 33, 3409-3412. To a mixture of 3′,5′-di-O-acetyl-2′-deoxyguanosine (5.71 g, 16.3 mmol), triphenylphosphine (5.91 g, 22.5 mmol) and benzyl alcohol (2.5 mL, 24.1 mmol) in 100 mL 1,4-dioxane under argon was slowly added diisopropylazodicarboxylate (4.5 mL, 22.8 mmol). The mixture was heated to 85° C. for two hr and was then cooled and concentrated to a thick paste on a rotary evapora... Starting materials: BrC1=NC=C(C2=C1SC(=N2)C2=C(C=CC=C2F)Cl)Br (4,7-dibromo-2-(2-chloro-6-fluoro-phenyl)thiazolo[5,4-c]pyridine), CC1=CC(=NC=N1)N (6-methylpyrimidin-4-amine), CC1(C2=C(C(=CC=C2)P(C3=CC=CC=C3)C4=CC=CC=C4)OC5=C(C=CC=C51)P(C6=CC=CC=C6)C7=CC=CC=C7)C (XantPhos), C(=O)([O-])[O-].[Cs+].[Cs+] (Cs2CO3). The reagents and catalysts are C=1C=CC(=CC1)/C=C/C(=O)/C=C/C2=CC=CC=C2.C=1C=CC(=CC1)/C=C/C(=O)/C=C/C2=CC=CC=C2.C=1C=CC(=CC1)/C=C/C(=O)/C=C/C2=CC=CC=C2.[Pd].[Pd] (Pd2(dba)3). Run in O1CCOCC1 (1,4-dioxane). Conditions: temperature 75 celsius. The product is BrC=1C2=C(C(=NC1)NC1=NC=NC(=C1)C)SC(=N2)C2=C(C=CC=C2F)Cl (7-bromo-2-(2-chloro-6-fluorophenyl)-N-(6-methylpyrimidin-4-yl)thiazolo[5,4-c]pyridin-4-amine). The yield is 78.2%. RXN SMILES: Br[C:2]1[C:7]2[S:8][C:9]([C:11]3[C:16]([F:17])=[CH:15][CH:14]=[CH:13][C:12]=3[Cl:18])=[N:10][C:6]=2[C:5]([Br:19])=[CH:4][N:3]=1.[CH3:20][C:21]1[N:26]=[CH:25][N:24]=[C:23]([NH2:27])[CH:22]=1.CC1(C)C2C(=C(P(C3C=CC=CC=3)C3C=CC=CC=3)C=CC=2)OC2C(P(C3C=CC=CC=3)C3C=CC=CC=3)=CC=CC1=2.C([O-])([O-])=O.[Cs+].[Cs+]>O1CCOCC1.C1C=CC(/C=C/C(/C=C/C2C=CC=CC=2)=O)=CC=1.C1C=CC(/C=C/C(/C=C/C2C=CC=CC=2)=O)=CC=1.C1C=CC(/C=C/C(/C=C/C2C=CC=CC=2)=O)=CC=1.[Pd].[Pd]>[Br:19][C:5]1[C:6]2[N:10]=[C:9]([C:11]3[C:16]([F:17])=[CH:15][CH:14]=[CH:13][C:12]=3[Cl:18])[S:8][C:7]=2[C:2]([NH:27][C:23]2[CH:22]=[C:21]([CH3:20])[N:26]=[CH:25][N:24]=2)=[N:3][CH:4]=1 |f:3.4.5,7.8.9.10.11|. Reported procedure: The mixture of 4,7-dibromo-2-(2-chloro-6-fluoro-phenyl)thiazolo[5,4-c]pyridine (0.227 mmol; 96 mg), 6-methylpyrimidin-4-amine (0.34 mmol, 37 mg), Pd2(dba)3 (0.011 mmol, 10 mg), XantPhos (0.0227 mmol; 14 mg) and Cs2CO3 (0.4544 mmol, 148 mg) in 1,4-dioxane (3 mL) was heated at 75° C. under nitrogen in an oil bath for 4.5 hours. The reaction mixture was then cooled to room temperature, filtered through celite, washed with EtOAc. The filtrate was concentrated and the resulting crude product was puri... Reactants: BrC1=C(C(=CC=2C(=CCC(C12)(C)C)C(C)C)/C(=C(\C=C\C(=C\C(=O)OCC)\C)/F)/C(C)C)OCC (ethyl (2E,4E,6E)-7-(4-bromo-3-ethoxy-8-isopropyl-5,5-dimethyl-5,6-dihydro-naphthalen-2-yl)-6-fluoro-3,8-dimethyl-nona-2,4,6-trienoate), [OH-].[Na+] (NaOH). Solvent: C(C)O (ethanol). Yields the product BrC1=C(C(=CC=2C(=CCC(C12)(C)C)C(C)C)/C(=C(\C=C\C(=C\C(=O)O)\C)/F)/C(C)C)OCC ((2E,4E,6E)-7-(4-Bromo-3-ethoxy-8-isopropyl-5,5-dimethyl-5,6-dihydro-naphthalen-2-yl)-6-fluoro-3.8-dimethyl-nona-2.4,6-trienoic acid). RXN SMILES: [Br:1][C:2]1[C:11]2[C:10]([CH3:13])([CH3:12])[CH2:9][CH:8]=[C:7]([CH:14]([CH3:16])[CH3:15])[C:6]=2[CH:5]=[C:4](/[C:17](/[CH:30]([CH3:32])[CH3:31])=[C:18](/[F:29])\[CH:19]=[CH:20]\[C:21](\[CH3:28])=[CH:22]\[C:23]([O:25]CC)=[O:24])[C:3]=1[O:33][CH2:34][CH3:35].[OH-].[Na+]>C(O)C>[Br:1][C:2]1[C:11]2[C:10]([CH3:12])([CH3:13])[CH2:9][CH:8]=[C:7]([CH:14]([CH3:16])[CH3:15])[C:6]=2[CH:5]=[C:4](/[C:17](/[CH:30]([CH3:32])[CH3:31])=[C:18](/[F:29])\[CH:19]=[CH:20]\[C:21](\[CH3:28])=[CH:22]\[C:23]([OH:25])=[O:24])[C:3]=1[O:33][CH2:34][CH3:35] |f:1.2|. Procedure: As described in General Procedure J-1, ethyl (2E,4E,6E)-7-(4-bromo-3-ethoxy-8-isopropyl-5,5-dimethyl-5,6-dihydro-naphthalen-2-yl)-6-fluoro-3,8-dimethyl-nona-2,4,6-trienoate (Compound A-160, 134 mg, 0.25 mmol) in ethanol was treated with a solution of 1 N aqueous NaOH to produce the title compound as a white solid after purification by recrystallization from acetonitrile.